The task is: describe an organic reaction: reactants, conditions, products, and yield. This data is from the Open Reaction Database (ORD), a public repository of structured organic reaction records. Reactants: CO (methanol), C(C)C([C@@H]1C[C@@H]2CCN(C[C@@H]2CC1)C(=O)OC)(P(=O)(O)O)CC ((4aR, 6S, 8aR) -6- (Diethyl Phosphonomethyl) -2-Methoxycarbonyldecahydroisoquinoline), CO (methanol), CO (methanol). The reagents and catalysts are C1(=CC=C(C=C1)S(=O)(=O)[O-])C.C(C)[N+](CC)(CC)CC (tetraethylammonium p-toluenesulfonate). Yields the product C(C)C(C1CC2CC(N(CC2CC1)C(=O)OC)OC)(P(=O)(O)O)CC (6-(Diethyl Phosphonomethyl)-3-Methoxy-2-Methoxycarbonyldecahydroisoquinoline). RXN SMILES: [CH2:1]([C:3]([CH2:22][CH3:23])([P:18]([OH:21])([OH:20])=[O:19])[C@H:4]1[CH2:13][CH2:12][C@@H:11]2[C@@H:6]([CH2:7][CH2:8][N:9]([C:14]([O:16][CH3:17])=[O:15])[CH2:10]2)[CH2:5]1)[CH3:2].[CH3:24][OH:25]>C1(C)C=CC(S([O-])(=O)=O)=CC=1.C([N+](CC)(CC)CC)C>[CH2:22]([C:3]([CH2:1][CH3:2])([P:18]([OH:20])([OH:21])=[O:19])[CH:4]1[CH2:13][CH2:12][CH:11]2[CH:6]([CH2:7][CH:8]([O:25][CH3:24])[N:9]([C:14]([O:16][CH3:17])=[O:15])[CH2:10]2)[CH2:5]1)[CH3:23] |f:2.3|. Reported procedure: Four carbon plate electrodes were immersed into a solution containing the compound from Example 1 (250 mg), tetraethylammonium p-toluenesulfonate (21 mg), in methanol (10 ml). A constant current of 0.5 A was applied to the electrodes. Additional methanol (7.8 ml) was added to the reaction to replace methanol which was lost due to evaporation. After 550 coulombs of current had passed, the electrodes were removed and the solution was added to 10% brine. This mixture was extracted with ether (3×15 ... RXN SMILES: [Al+3:2].[CH2:7]1[CH2:8][c:9]2[cH:10][cH:11][cH:12][c:13]3[c:19]2[N:18]1[c:17]1[c:16]([cH:23][cH:22][cH:21][cH:20]1)[NH:15][CH:14]3[CH2:24][NH:25][CH:26]=[O:27].[H-:1].[H-:4].[H-:5].[H-:6].[Li+:3].[O:28]1[CH2:29][CH2:30][CH2:31][CH2:32]1>>[CH2:7]1[CH2:8][c:9]2[cH:10][cH:11][cH:12][c:13]3[c:19]2[N:18]1[c:17]1[c:16]([cH:23][cH:22][cH:21][cH:20]1)[NH:15][CH:14]3[CH2:24][NH:25][CH3:26]. The product is CNCC1Nc2ccccc2N2CCc3cccc1c32. Reactants: [Al+3], O=CNCC1Nc2ccccc2N2CCc3cccc1c32, [H-], [H-], [H-], [H-], [Li+], C1CCOC1.